This data is from the Open Reaction Database (ORD), a public repository of structured organic reaction records. The task is: describe an organic reaction: reactants, conditions, products, and yield Starting materials: COc1ccc(Cn2nc(CCO)c3c(Oc4ccc(N(C(=O)C5(C(N)=O)CC5)c5ccc(F)cc5)cc4F)ccnc32)cc1, CS(=O)(=O)Cl, CN1CCNCC1, CCN(C(C)C)C(C)C, ClC(Cl)Cl. The product is COc1ccc(Cn2nc(CCN3CCN(C)CC3)c3c(Oc4ccc(N(C(=O)C5(C(N)=O)CC5)c5ccc(F)cc5)cc4F)ccnc32)cc1. Reaction SMILES: [CH3:1][O:2][c:3]1[cH:4][cH:5][c:6]([CH2:7][n:8]2[n:9][c:10]([CH2:41][CH2:42][OH:43])[c:11]3[c:12]2[n:13][cH:14][cH:15][c:16]3[O:17][c:18]2[c:19]([F:40])[cH:20][c:21]([N:24]([C:25](=[O:26])[C:27]3([C:30](=[O:31])[NH2:32])[CH2:28][CH2:29]3)[c:33]3[cH:34][cH:35][c:36]([F:39])[cH:37][cH:38]3)[cH:22][cH:23]2)[cH:44][cH:45]1.[CH3:55][S:56](=[O:57])(=[O:58])[Cl:59].[CH3:60][N:61]1[CH2:62][CH2:63][NH:64][CH2:65][CH2:66]1.[CH:46]([N:47]([CH2:48][CH3:49])[CH:50]([CH3:51])[CH3:52])([CH3:53])[CH3:54].[CH:67]([Cl:68])([Cl:69])[Cl:70]>>[CH3:1][O:2][c:3]1[cH:4][cH:5][c:6]([CH2:7][n:8]2[n:9][c:10]([CH2:41][CH2:42][N:64]3[CH2:63][CH2:62][N:61]([CH3:60])[CH2:66][CH2:65]3)[c:11]3[c:12]2[n:13][cH:14][cH:15][c:16]3[O:17][c:18]2[c:19]([F:40])[cH:20][c:21]([N:24]([C:25](=[O:26])[C:27]3([C:30](=[O:31])[NH2:32])[CH2:28][CH2:29]3)[c:33]3[cH:34][cH:35][c:36]([F:39])[cH:37][cH:38]3)[cH:22][cH:23]2)[cH:44][cH:45]1. Starting materials: C(CCC)OC(=O)C=1N=CC2=CC=C(C=C2C1O)OC1=CC=C(C=C1)Cl (6-(4-Chloro-phenoxy)-4-hydroxy-isoquinoline-3-carboxylic acid butyl ester), N[C@@H](C)C(=O)O (L-alanine). The product is ClC1=CC=C(OC=2C=C3C(=C(N=CC3=CC2)C(=O)N[C@H](C(=O)O)C)O)C=C1 (2-(S)-{[6-(4-Chloro-phenoxy)-4-hydroxy-isoquinoline-3-carbonyl]-amino}-propionic acid). RXN SMILES: C(O[C:6]([C:8]1[N:9]=[CH:10][C:11]2[C:16]([C:17]=1[OH:18])=[CH:15][C:14]([O:19][C:20]1[CH:25]=[CH:24][C:23]([Cl:26])=[CH:22][CH:21]=1)=[CH:13][CH:12]=2)=[O:7])CCC.[NH2:27][C@H:28]([C:30]([OH:32])=[O:31])[CH3:29]>>[Cl:26][C:23]1[CH:24]=[CH:25][C:20]([O:19][C:14]2[CH:15]=[C:16]3[C:11](=[CH:12][CH:13]=2)[CH:10]=[N:9][C:8]([C:6]([NH:27][C@@H:28]([CH3:29])[C:30]([OH:32])=[O:31])=[O:7])=[C:17]3[OH:18])=[CH:21][CH:22]=1. Reported procedure: Prepared in analogy to Example A-50 by reacting 6-(4-Chloro-phenoxy)-4-hydroxy-isoquinoline-3-carboxylic acid butyl ester (compound of Example A-60 b) with L-alanine in a microwave reactor for 25 min at 130° C. MS-(−)-ion: M−1=385.1 Starting materials: Cl (Hydrochloric acid), NC1=C(C=C2C(C(=CN(C2=C1C)C1=C(C=C(C(=C1)N)F)C)C(=O)OCC)=O)F (ethyl 7-amino-1-(5-amino-4-fluoro-2-methylphenyl)-6-fluoro-8-methyl-4-oxo-1,4-dihydroquinoline-3-carboxylate). Reaction conditions: time 3 hour. Yields the product NC1=C(C=C2C(C(=CN(C2=C1C)C1=C(C=C(C(=C1)N)F)C)C(=O)O)=O)F (7-Amino-1-(5-amino-4-fluoro-2-methylphenyl)-6-fluoro-8-methyl-4-oxo-1,4-dihydroquinoline-3-carboxylic Acid). Isolated yield 19.7%. As a reaction SMILES: Cl.[NH2:2][C:3]1[C:12]([CH3:13])=[C:11]2[C:6]([C:7](=[O:28])[C:8]([C:23]([O:25]CC)=[O:24])=[CH:9][N:10]2[C:14]2[CH:19]=[C:18]([NH2:20])[C:17]([F:21])=[CH:16][C:15]=2[CH3:22])=[CH:5][C:4]=1[F:29]>>[NH2:2][C:3]1[C:12]([CH3:13])=[C:11]2[C:6]([C:7](=[O:28])[C:8]([C:23]([OH:25])=[O:24])=[CH:9][N:10]2[C:14]2[CH:19]=[C:18]([NH2:20])[C:17]([F:21])=[CH:16][C:15]=2[CH3:22])=[CH:5][C:4]=1[F:29]. Reported procedure: 12N Hydrochloric acid (2 ml) was added to ethyl 7-amino-1-(5-amino-4-fluoro-2-methylphenyl)-6-fluoro-8-methyl-4-oxo-1,4-dihydroquinoline-3-carboxylate (230 mg), and the mixture was stirred for 3 hours while heating under reflux. After the reaction mixture was allowed to cool, solids deposited were collected by filtration. The solids were washed with water, ethanol and diethyl ether in that order and dried to obtain the title compound (42 mg) as a pale yellow powder. The reactants are C(C1=CC=CC=C1)N (benzylamine), C(C)(C)N(C(C)C)CC (N,N-diisopropylethylamine), COC1=CC=C(C=C1)S(=O)(=O)Cl (4-methoxybenzenesulfonyl chloride). Run in O (water), C(Cl)Cl (CH2Cl2). Conditions: time 18 hour. Product: C(C1=CC=CC=C1)NS(=O)(=O)C1=CC=C(C=C1)OC (N-Benzyl-4-methoxy-benzenesulfonamide). Isolated yield 85.0%. RXN SMILES: [CH2:1]([NH2:8])[C:2]1[CH:7]=[CH:6][CH:5]=[CH:4][CH:3]=1.C(N(CC)C(C)C)(C)C.[CH3:18][O:19][C:20]1[CH:25]=[CH:24][C:23]([S:26](Cl)(=[O:28])=[O:27])=[CH:22][CH:21]=1>C(Cl)Cl.O>[CH2:1]([NH:8][S:26]([C:23]1[CH:22]=[CH:21][C:20]([O:19][CH3:18])=[CH:25][CH:24]=1)(=[O:28])=[O:27])[C:2]1[CH:7]=[CH:6][CH:5]=[CH:4][CH:3]=1. Procedure details: To a solution of 5.358 g (0.05 mole) of benzylamine and 7.755 g (0.06 mole) of N,N-diisopropylethylamine in 80 mL of CH2Cl2 at room temperatue was added slowly 11.365 g (0.055 mole) of 4-methoxybenzenesulfonyl chloride. The resulting mixture was stirred for 18 hr at room temperature and diluted with water. The organic layer was separated, washed with NaHCO3, water, brine, dried over MgSO4, filtered and concentrated. The residue was boiled in CH2Cl2 :Hexane (1:4), cooled and filtered to provide 1... Procedure details: 2-(3-Benzyloxy-5-trifluoromethyl-phenyl)-8-[2-(4-tert-butoxycarbonyl-2-methyl-phenyl)-ethanesulfonyl]-4-oxo-1,3,8-triaza-spiro[4.5]dec-1-ene-3-carboxylic acid tert-butyl ester (1.11 g, 1.41 mmol) was dissolved in ethyl acetate (45.0 ml)-THF (15.0 ml). Pd—C (222 mg) was added and the mixture was stirred at room temperature and for one hour in a hydrogen atmosphere. After completion of the reaction, the black solid was filtered off through celite, and the filtrate was concentrated under reduced pr... Run in C(C)(=O)OCC (ethyl acetate), C1CCOC1 (THF). As a reaction SMILES: [C:1]([O:5][C:6]([N:8]1[C:12](=[O:13])[C:11]2([CH2:18][CH2:17][N:16]([S:19]([CH2:22][CH2:23][C:24]3[CH:29]=[CH:28][C:27]([C:30]([O:32][C:33]([CH3:36])([CH3:35])[CH3:34])=[O:31])=[CH:26][C:25]=3[CH3:37])(=[O:21])=[O:20])[CH2:15][CH2:14]2)[N:10]=[C:9]1[C:38]1[CH:43]=[C:42]([C:44]([F:47])([F:46])[F:45])[CH:41]=[C:40]([O:48]CC2C=CC=CC=2)[CH:39]=1)=[O:7])([CH3:4])([CH3:3])[CH3:2].[H][H]>C(OCC)(=O)C.C1COCC1.[Pd]>[C:1]([O:5][C:6]([N:8]1[C:12](=[O:13])[C:11]2([CH2:18][CH2:17][N:16]([S:19]([CH2:22][CH2:23][C:24]3[CH:29]=[CH:28][C:27]([C:30]([O:32][C:33]([CH3:35])([CH3:34])[CH3:36])=[O:31])=[CH:26][C:25]=3[CH3:37])(=[O:21])=[O:20])[CH2:15][CH2:14]2)[N:10]=[C:9]1[C:38]1[CH:43]=[C:42]([C:44]([F:46])([F:47])[F:45])[CH:41]=[C:40]([OH:48])[CH:39]=1)=[O:7])([CH3:2])([CH3:3])[CH3:4]. The reactants are C(C)(C)(C)OC(=O)N1C(=NC2(C1=O)CCN(CC2)S(=O)(=O)CCC2=C(C=C(C=C2)C(=O)OC(C)(C)C)C)C2=CC(=CC(=C2)C(F)(F)F)OCC2=CC=CC=C2 (2-(3-Benzyloxy-5-trifluoromethyl-phenyl)-8-[2-(4-tert-butoxycarbonyl-2-methyl-phenyl)-ethanesulfonyl]-4-oxo-1,3,8-triaza-spiro[4.5]dec-1-ene-3-carboxylic acid tert-butyl ester), [H][H] (hydrogen). Yields the product C(C)(C)(C)OC(=O)N1C(=NC2(C1=O)CCN(CC2)S(=O)(=O)CCC2=C(C=C(C=C2)C(=O)OC(C)(C)C)C)C2=CC(=CC(=C2)C(F)(F)F)O (8-[2-(4-tert-butoxycarbonyl-2-methyl-phenyl)-ethanesulfonyl]-2-(3-hydroxy-5-trifluoromethyl-phenyl)-4-oxo-1,3,8-triaza-spiro[4.5]dec-1-ene-3-carboxylic acid tert-butyl ester). Reagents/catalysts: [Pd] (Pd—C).